This data is from the Open Reaction Database (ORD), a public repository of structured organic reaction records. The task is: describe an organic reaction: reactants, conditions, products, and yield Starting materials: CCCCc1ccc(N=C=O)cc1, NOCc1ccccc1, CCOCC, Cl, [Na+], [OH-], O. Product: CCCCc1ccc(NC(=O)NOCc2ccccc2)cc1. Reaction SMILES: [CH2:18]([CH2:19][CH2:20][CH3:21])[c:22]1[cH:23][cH:24][c:25]([N:28]=[C:29]=[O:30])[cH:26][cH:27]1.[CH2:7]([c:8]1[cH:9][cH:10][cH:11][cH:12][cH:13]1)[O:14][NH2:15].[CH3:1][CH2:2][O:3][CH2:4][CH3:5].[ClH:6].[Na+:17].[OH-:16].[OH2:31]>>[CH2:7]([c:8]1[cH:9][cH:10][cH:11][cH:12][cH:13]1)[O:14][NH:15][C:29]([NH:28][c:25]1[cH:24][cH:23][c:22]([CH2:18][CH2:19][CH2:20][CH3:21])[cH:27][cH:26]1)=[O:30].